Dataset: the Open Reaction Database (ORD), a public repository of structured organic reaction records. Task: describe an organic reaction: reactants, conditions, products, and yield The reactants are C(C)OC(CC1=CC(=C(C=C1)O)Br)=O ((3-bromo-4-hydroxy-phenyl)-acetic acid ethyl ester), BrCC1CC1 ((bromomethyl)cyclopropane). Product: C(C)OC(CC1=CC(=C(C=C1)OCC1CC1)Br)=O ((3-Bromo-4-cyclopropylmethoxy-phenyl)-acetic acid ethyl ester). RXN SMILES: [CH2:1]([O:3][C:4](=[O:14])[CH2:5][C:6]1[CH:11]=[CH:10][C:9]([OH:12])=[C:8]([Br:13])[CH:7]=1)[CH3:2].Br[CH2:16][CH:17]1[CH2:19][CH2:18]1>>[CH2:1]([O:3][C:4](=[O:14])[CH2:5][C:6]1[CH:11]=[CH:10][C:9]([O:12][CH2:16][CH:17]2[CH2:19][CH2:18]2)=[C:8]([Br:13])[CH:7]=1)[CH3:2]. Procedure: Prepared according to the procedure described in Example 123, Step 1, using the following starting materials: (3-bromo-4-hydroxy-phenyl)-acetic acid ethyl ester and (bromomethyl)cyclopropane. The product is CCOC(=O)C(Cc1ccc([N+](=O)[O-])cc1)NC(=O)CCc1ccc(OC)cc1. As a reaction SMILES: [CH3:1][O:2][c:3]1[cH:4][cH:5][c:6]([CH2:9][CH2:10][C:11](=[O:12])[OH:13])[cH:7][cH:8]1.[CH3:32][N:33]([CH3:34])[CH2:35][CH2:36][CH2:37][N:38]=[C:39]=[N:40][CH2:41][CH3:42].[CH3:53][N:54]1[CH2:55][CH2:56][O:57][CH2:58][CH2:59]1.[CH3:60][N:61]([CH3:62])[CH:63]=[O:64].[ClH:14].[NH2:15][CH:16]([C:17](=[O:18])[O:19][CH2:20][CH3:21])[CH2:22][c:23]1[cH:24][cH:25][c:26]([N+:29](=[O:30])[O-:31])[cH:27][cH:28]1.[OH2:65].[OH:43][n:44]1[c:45]2[cH:46][cH:47][cH:48][cH:49][c:50]2[n:51][n:52]1>>[CH3:1][O:2][c:3]1[cH:4][cH:5][c:6]([CH2:9][CH2:10][C:11](=[O:13])[NH:15][CH:16]([C:17](=[O:18])[O:19][CH2:20][CH3:21])[CH2:22][c:23]2[cH:24][cH:25][c:26]([N+:29](=[O:30])[O-:31])[cH:27][cH:28]2)[cH:7][cH:8]1. The reactants are COc1ccc(CCC(=O)O)cc1, CCN=C=NCCCN(C)C, CN1CCOCC1, CN(C)C=O, Cl, CCOC(=O)C(N)Cc1ccc([N+](=O)[O-])cc1, O, On1nnc2ccccc21. The reactants are [N+](=O)([O-])C1=C(C=CC(=C1)[N+](=O)[O-])SC#N (2,4-dinitrophenyl thiocyanate), NC(=S)N (thiourea), O (water). Solvent: CN(C=O)C (dimethylformamide). Reaction conditions: temperature 150 celsius, time 2 hour. Yields the product NC=1SC2=C(N1)C=C(C=C2)[N+](=O)[O-] (2-amino-5-nitrobenzothiazole). Isolated yield 108.4%. Reaction SMILES: [N+:1]([C:4]1[CH:9]=[C:8]([N+:10]([O-:12])=[O:11])[CH:7]=[CH:6][C:5]=1[S:13][C:14]#[N:15])([O-])=O.NC(N)=S.O>CN(C)C=O>[NH2:15][C:14]1[S:13][C:5]2[CH:6]=[CH:7][C:8]([N+:10]([O-:12])=[O:11])=[CH:9][C:4]=2[N:1]=1. Procedure details: 11.71 g of 2,4-dinitrophenyl thiocyanate are added, over the course of 15 minutes, to a solution of 7.6 g of thiourea in 50 ml of dimethylformamide at 150° C. The mixture is stirred at 150° C. for a further 2 hours, and the product is discharged into 500 ml of water, and the solid is filtered off with suction and washed with water. 11 g of crude 2-amino-5-nitrobenzothiazole are obtained, its identity being confirmed by TLC comparison with authentic material.